This data is from the Open Reaction Database (ORD), a public repository of structured organic reaction records. The task is: describe an organic reaction: reactants, conditions, products, and yield Starting materials: C(=O)(OC)C1=NC=C(C2=C1NC1=CC=CC=C21)O (1-carbomethoxy-4-hydroxy-9H-pyrido[3,4-b]indole), C1(=CC=C(C=C1)S(=O)(=O)Cl)C (p-toluenesulfonyl chloride), C([O-])([O-])=O.[Na+].[Na+] (sodium carbonate). Run in O1CCOCC1 (dioxane). Reaction conditions: time 4 hour. Yields the product C(=O)(OC)C1=NC=C(C2=C1NC1=CC=CC=C21)OS(=O)(=O)C2=CC=C(C)C=C2 (1-Carbomethoxy-4-Tosyloxy-9H-Pyrido[3,4-b]Indole). Yield: 88.6%. As a reaction SMILES: [C:1]([C:5]1[C:10]2[NH:11][C:12]3[C:17]([C:9]=2[C:8]([OH:18])=[CH:7][N:6]=1)=[CH:16][CH:15]=[CH:14][CH:13]=3)([O:3][CH3:4])=[O:2].[C:19]1([CH3:29])[CH:24]=[CH:23][C:22]([S:25](Cl)(=[O:27])=[O:26])=[CH:21][CH:20]=1.C(=O)([O-])[O-].[Na+].[Na+]>O1CCOCC1>[C:1]([C:5]1[C:10]2[NH:11][C:12]3[C:17]([C:9]=2[C:8]([O:18][S:25]([C:22]2[CH:23]=[CH:24][C:19]([CH3:29])=[CH:20][CH:21]=2)(=[O:27])=[O:26])=[CH:7][N:6]=1)=[CH:16][CH:15]=[CH:14][CH:13]=3)([O:3][CH3:4])=[O:2] |f:2.3.4|. Procedure: In 10 ml of dioxane were dissolved 24.2 mg of the product of Example 2, followed by addition of 19.0 mg of p-toluenesulfonyl chloride and 10 mg of sodium carbonate. The mixture was stirred at room temperature for 4 hours and the resultant crystals were recovered by filtration and recrystallized from methanol to yield 35 mg of the title compound as colorless needles, m.p. 230°-231° C. Yield 89.7%. The reactants are Cl (HCl), C(C)(C)(C)OC(=O)N1CCN(CC1)C1=NOC(=N1)C (4-(5-methyl-(1,2,4) oxadiazol-3-yl)-piperazine-1-carboxylic acid tert-butyl ester). Solvent: O1CCOCC1 (dioxane), C(C)OCC (diethylether), O1CCOCC1 (dioxane). The product is Cl.CC1=NC(=NO1)N1CCNCC1 (1-(5-Methyl-(1,2,4)oxadiazol-3-yl)-piperazine hydrochloride). Reaction SMILES: [ClH:1].C(OC([N:9]1[CH2:14][CH2:13][N:12]([C:15]2[N:19]=[C:18]([CH3:20])[O:17][N:16]=2)[CH2:11][CH2:10]1)=O)(C)(C)C>O1CCOCC1.C(OCC)C>[ClH:1].[CH3:20][C:18]1[O:17][N:16]=[C:15]([N:12]2[CH2:13][CH2:14][NH:9][CH2:10][CH2:11]2)[N:19]=1 |f:4.5|. Procedure: 20 mL 4 mol/L HCl solution in dioxane was added to 3.35 g 4-(5-methyl-(1,2,4) oxadiazol-3-yl)-piperazine-1-carboxylic acid tert-butyl ester dissolved in 20 mL dioxane was stirred over night. The mixture was diluted with diethylether and the precipitate was filtered and washed with diethylether to give 2.5 g of the desired product. The reactants are C(C)(C)(C)OC(=O)N1C(CCC1)C=CC(=O)OCC (2-(2-ethoxycarbonyl-vinyl)-pyrrolidine-1-carboxylic acid tert-butyl ester), O[Li].O (LiOH.H2O). The solvent is C1CCOC1 (THF), O (H2O). Reaction conditions: time 17 hour. Product: C(C)(C)(C)OC(=O)N1C(CCC1)C=CC(=O)O (2-(2-carboxy-vinyl)-pyrrolidine-1-carboxylic acid tert-butyl ester). RXN SMILES: [C:1]([O:5][C:6]([N:8]1[CH2:12][CH2:11][CH2:10][CH:9]1[CH:13]=[CH:14][C:15]([O:17]CC)=[O:16])=[O:7])([CH3:4])([CH3:3])[CH3:2].O[Li].O>C1COCC1.O>[C:1]([O:5][C:6]([N:8]1[CH2:12][CH2:11][CH2:10][CH:9]1[CH:13]=[CH:14][C:15]([OH:17])=[O:16])=[O:7])([CH3:4])([CH3:2])[CH3:3] |f:1.2|. Procedure details: To a stirred suspension of the crude 2-(2-ethoxycarbonyl-vinyl)-pyrrolidine-1-carboxylic acid tert-butyl ester (136 mg) in THF (1 ml) and H2O (1 ml) was added LiOH.H2O (48 mg, 1.14 mmol) at room temperature. The mixture was stirred at room temperature for 17 hr. The mixture was extracted with 1N NaOH and AcOEt. The aqueous layer was acidified with 1N HCl, extracted with AcOEt, washed with saturated aqueous NaCl, dried (MgSO4), and concentrated in vacuo to give 2-(2-carboxy-vinyl)-pyrrolidine-1-c...